Task: describe an organic reaction: reactants, conditions, products, and yield. Dataset: the Open Reaction Database (ORD), a public repository of structured organic reaction records Starting materials: Brc1ccnnc1, OB(O)c1cccc2c1CC(N(Cc1ccccc1)Cc1ccccc1)CC2. Product: c1ccc(CN(Cc2ccccc2)C2CCc3cccc(-c4ccnnc4)c3C2)cc1. Reaction SMILES: [Br:29][c:30]1[cH:31][n:32][n:33][cH:34][cH:35]1.[CH2:1]([c:2]1[cH:3][cH:4][cH:5][cH:6][cH:7]1)[N:8]([CH:9]1[CH2:10][CH2:11][c:12]2[cH:13][cH:14][cH:15][c:16]([B:19]([OH:20])[OH:21])[c:17]2[CH2:18]1)[CH2:22][c:23]1[cH:24][cH:25][cH:26][cH:27][cH:28]1>>[CH2:1]([c:2]1[cH:3][cH:4][cH:5][cH:6][cH:7]1)[N:8]([CH:9]1[CH2:10][CH2:11][c:12]2[cH:13][cH:14][cH:15][c:16](-[c:30]3[cH:31][n:32][n:33][cH:34][cH:35]3)[c:17]2[CH2:18]1)[CH2:22][c:23]1[cH:24][cH:25][cH:26][cH:27][cH:28]1.